From a dataset of the Open Reaction Database (ORD), a public repository of structured organic reaction records. describe an organic reaction: reactants, conditions, products, and yield Reactants: COC(=O)c1ccc2c(c1)C(c1ccccn1)CC(C)(C)O2, O=C(OO)c1cccc(Cl)c1, ClCCl. The product is COC(=O)c1ccc2c(c1)C(c1cccc[n+]1[O-])CC(C)(C)O2. As a reaction SMILES: [CH3:1][C:2]1([CH3:22])[O:3][c:4]2[c:5]([cH:14][c:15]([C:18](=[O:19])[O:20][CH3:21])[cH:16][cH:17]2)[CH:6]([c:8]2[n:9][cH:10][cH:11][cH:12][cH:13]2)[CH2:7]1.[Cl:23][c:24]1[cH:25][cH:26][cH:27][c:28]([C:29]([O:30][OH:32])=[O:31])[cH:33]1.[Cl:34][CH2:35][Cl:36]>>[CH3:1][C:2]1([CH3:22])[O:3][c:4]2[c:5]([cH:14][c:15]([C:18](=[O:19])[O:20][CH3:21])[cH:16][cH:17]2)[CH:6]([c:8]2[n+:9]([O-:31])[cH:10][cH:11][cH:12][cH:13]2)[CH2:7]1. The reactants are C12(CC3CC(CC(C1)C3)C2)C=2C=C(C(=O)ONC(=N)C=3C=C1C=CNC1=CC3)C=CC2OC (N-(3-(1-Adamantyl)-4-methoxybenzoyloxy)-1H-indole-5-carboximidamide), CCCC[N+](CCCC)(CCCC)CCCC.[F-] (TBAF), C1CCOC1 (THF). Run in C1(=CC=CC=C1)C (toluene). Yields the product N1C=CC2=CC(=CC=C12)C1=NOC(=N1)C1=CC(=C(C=C1)OC)C12CC3CC(CC(C1)C3)C2 (3-(1H-Indol-5-yl)-5-(3-(1-adamantyl)-4-methoxyphenyl)-1,2,4-oxadiazole). Isolated yield 104.4%. As a reaction SMILES: [C:1]12([C:11]3[CH:12]=[C:13]([CH:29]=[CH:30][C:31]=3[O:32][CH3:33])[C:14]([O:16][NH:17][C:18]([C:20]3[CH:21]=[C:22]4[C:26](=[CH:27][CH:28]=3)[NH:25][CH:24]=[CH:23]4)=[NH:19])=O)[CH2:10][CH:5]3[CH2:6][CH:7]([CH2:9][CH:3]([CH2:4]3)[CH2:2]1)[CH2:8]2.CCCC[N+](CCCC)(CCCC)CCCC.[F-].C1COCC1>C1(C)C=CC=CC=1>[NH:25]1[C:26]2[C:22](=[CH:21][C:20]([C:18]3[N:19]=[C:14]([C:13]4[CH:29]=[CH:30][C:31]([O:32][CH3:33])=[C:11]([C:1]56[CH2:10][CH:5]7[CH2:6][CH:7]([CH2:9][CH:3]([CH2:4]7)[CH2:2]5)[CH2:8]6)[CH:12]=4)[O:16][N:17]=3)=[CH:28][CH:27]=2)[CH:23]=[CH:24]1 |f:1.2|. Procedure details: The suspension of the product of Step C (0.16 g; 0.36 mmol) and 1 M TBAF in THF (0.3 ml; 0.3 mmol) in anhydrous toluene was refluxed for 1 h under reduced pressure, cool to room temperature and evaporated to dryness under reduced pressure. The residue was diluted to 15 ml with EtOAc, washed with water, brine, dried over anhydrous MgSO4 and filtered. The filtrate was evaporated to dryness under reduced pressure and the residue was purified by crystallization from hexane/EtOAc to give the title co... Starting materials: CS(C)=O, CCN(C(C)C)C(C)C, ClCCl, OCCc1c(Cl)ccc(NCC(F)(F)c2ccc(F)c3ccccc23)c1F, O=S(=O)=O, c1ccncc1. RXN SMILES: [CH3:1][S:2]([CH3:3])=[O:4].[CH:5]([N:6]([CH2:7][CH3:8])[CH:9]([CH3:10])[CH3:11])([CH3:12])[CH3:13].[Cl:51][CH2:52][Cl:53].[F:14][C:15]([CH2:16][NH:17][c:18]1[c:19]([F:28])[c:20]([CH2:25][CH2:26][OH:27])[c:21]([Cl:24])[cH:22][cH:23]1)([c:29]1[cH:30][cH:31][c:32]([F:39])[c:33]2[cH:34][cH:35][cH:36][cH:37][c:38]12)[F:40].[S:47](=[O:48])(=[O:49])=[O:50].[n:41]1[cH:42][cH:43][cH:44][cH:45][cH:46]1>>[F:14][C:15]([CH2:16][NH:17][c:18]1[c:19]([F:28])[c:20]([CH2:25][CH:26]=[O:27])[c:21]([Cl:24])[cH:22][cH:23]1)([c:29]1[cH:30][cH:31][c:32]([F:39])[c:33]2[cH:34][cH:35][cH:36][cH:37][c:38]12)[F:40]. Product: O=CCc1c(Cl)ccc(NCC(F)(F)c2ccc(F)c3ccccc23)c1F. The product is N (ammonia), [C@@H]1([C@H](O)[C@H](O)[C@H](O1)CO)N1N=CC(=N1)C(=O)N (2-β-ribofuranosyl-1,2,3-triazole-4-carboxamide), [C@@H]1([C@H](O)[C@H](O)[C@H](O1)CO)N1N=NC(=C1)C(=O)N (1-β-D-ribofuranosyl-1,2,3-triazole-4-carboxamide). As a reaction SMILES: C[O:2][C:3]([C:5]1[CH:6]=[N:7][N:8]([C@@H:10]2[O:32][C@H:31]([CH2:33][O:34]C(=O)C3C=CC=CC=3)[C@@H:21]([O:22]C(=O)C3C=CC=CC=3)[C@H:11]2[O:12]C(=O)C2C=CC=CC=2)[N:9]=1)=O.COC(C1[N:48]=N[N:50]([C@@H:52]2[O:74][C@H](COC(=O)C3C=CC=CC=3)[C@@H](OC(=O)C3C=CC=CC=3)[C@H]2OC(=O)C2C=CC=CC=2)C=1)=O.COC([C:89]1[N:93]([C@@H:94]2[O:116][C@H:115]([CH2:117][O:118]C(=O)C3C=CC=CC=3)[C@@H:105]([O:106]C(=O)C3C=CC=CC=3)[C@H:95]2[O:96]C(=O)C2C=CC=CC=2)[N:92]=[N:91][CH:90]=1)=O>>[NH3:7].[C@@H:10]1([N:8]2[N:9]=[C:5]([C:3]([NH2:48])=[O:2])[CH:6]=[N:7]2)[O:32][C@H:31]([CH2:33][OH:34])[C@@H:21]([OH:22])[C@H:11]1[OH:12].[C@@H:94]1([N:93]2[CH:89]=[C:90]([C:52]([NH2:50])=[O:74])[N:91]=[N:92]2)[O:116][C@H:115]([CH2:117][OH:118])[C@@H:105]([OH:106])[C@H:95]1[OH:96]. Procedure: Fusion of methyl 1,2,3-triazole-4-carboxylate prepared as in F. P. Woerner et al., Chem. Ber., 103, 1908 (1970) with 1-0-acetyl-2,3,5-tri-0-benzoyl-β-D-ribofuranose in the presence of an acidic catalyst provides a mixture of 2-(2,3,5-tri-O-benzoyl-β-D-ribofuranosyl)-1,2,3-triazole-5-carboxylic acid methyl ester (1) and 1-(2,3,5-tri-O-benzoyl-β-D-ribofuranosyl)-1,2,3-triazole-4caboxylic acid methyl ester (2) in respective ratio of about 2:1, together with a small fraction of 1-(2,3,5-tri-O-benzoy... The reactants are COC(=O)C1=CN=NN1[C@H]1[C@H](OC(C2=CC=CC=C2)=O)[C@H](OC(C2=CC=CC=C2)=O)[C@H](O1)COC(C1=CC=CC=C1)=O (1-(2,3,5-tri-O-benzoyl-β-D-ribofuranosyl)-1,2,3-triazole-5-carboxylic acid methyl ester), COC(=O)C=1C=NN(N1)[C@H]1[C@H](OC(C2=CC=CC=C2)=O)[C@H](OC(C2=CC=CC=C2)=O)[C@H](O1)COC(C1=CC=CC=C1)=O (2-(2,3,5-tri-O-benzoyl-β-D-ribofuranosyl)-1,2,3-triazole-5-carboxylic acid methyl ester), COC(=O)C=1N=NN(C1)[C@H]1[C@H](OC(C2=CC=CC=C2)=O)[C@H](OC(C2=CC=CC=C2)=O)[C@H](O1)COC(C1=CC=CC=C1)=O (1-(2,3,5-tri-O-benzoyl-β-D-ribofuranosyl)-1,2,3-triazole-4caboxylic acid methyl ester).